This data is from the Open Reaction Database (ORD), a public repository of structured organic reaction records. The task is: describe an organic reaction: reactants, conditions, products, and yield The reactants are CC(NC(=O)OC(C)(C)C)C(=O)NC(C)(C(=O)[O-])C1CC1, Cl, C1COCCO1. Product: CC(N)C(=O)NC(C)(C(=O)O)C1CC1, Cl. RXN SMILES: [CH3:1][C:2]([C:3](=[O:4])[O-:5])([CH:6]1[CH2:7][CH2:8]1)[NH:9][C:10]([CH:11]([NH:12][C:13]([O:14][C:15]([CH3:16])([CH3:17])[CH3:18])=[O:19])[CH3:20])=[O:21].[ClH:22].[O:23]1[CH2:24][CH2:25][O:26][CH2:27][CH2:28]1>>[CH3:1][C:2]([C:3](=[O:4])[OH:5])([CH:6]1[CH2:7][CH2:8]1)[NH:9][C:10]([CH:11]([NH2:12])[CH3:20])=[O:21].[ClH:22]. The reactants are O=C(Nc1ccc(OCc2ccccc2)cc1)c1ccccn1, CCO. Yields the product O=C(Nc1ccc(O)cc1)c1ccccn1. RXN SMILES: [CH2:1]([c:2]1[cH:3][cH:4][cH:5][cH:6][cH:7]1)[O:8][c:9]1[cH:10][cH:11][c:12]([NH:15][C:16](=[O:17])[c:18]2[n:19][cH:20][cH:21][cH:22][cH:23]2)[cH:13][cH:14]1.[CH3:24][CH2:25][OH:26]>>[OH:8][c:9]1[cH:10][cH:11][c:12]([NH:15][C:16](=[O:17])[c:18]2[n:19][cH:20][cH:21][cH:22][cH:23]2)[cH:13][cH:14]1. The reactants are O=C1SC(C(N1)=O)=CC1=CC=C(C=C1)C1=CC(=CC=C1)CN(C(OC(C)(C)C)=O)C (tert-butyl [4′-(2,4-dioxothiazolidin-5-ylidenemethyl)biphenyl-3-ylmethyl]methylcarbamate), [H][H] (hydrogen). Reagents/catalysts: [Pd] (palladium-on-charcoal). Solvent: O1CCOCC1 (dioxane). Run at temperature 50 celsius. Product: O=C1SC(C(N1)=O)CC1=CC=C(C=C1)C1=CC(=CC=C1)CN(C(OC(C)(C)C)=O)C (tert-Butyl (4′-(2,4-dioxothiazolidin-5-ylmethyl)biphenyl-3-ylmethyl]methylcarbamate). As a reaction SMILES: [O:1]=[C:2]1[NH:6][C:5](=[O:7])[C:4](=[CH:8][C:9]2[CH:14]=[CH:13][C:12]([C:15]3[CH:20]=[CH:19][CH:18]=[C:17]([CH2:21][N:22]([CH3:30])[C:23](=[O:29])[O:24][C:25]([CH3:28])([CH3:27])[CH3:26])[CH:16]=3)=[CH:11][CH:10]=2)[S:3]1.[H][H]>O1CCOCC1.[Pd]>[O:1]=[C:2]1[NH:6][C:5](=[O:7])[CH:4]([CH2:8][C:9]2[CH:10]=[CH:11][C:12]([C:15]3[CH:20]=[CH:19][CH:18]=[C:17]([CH2:21][N:22]([CH3:30])[C:23](=[O:29])[O:24][C:25]([CH3:26])([CH3:28])[CH3:27])[CH:16]=3)=[CH:13][CH:14]=2)[S:3]1. Procedure: 30 g (71 mmol) of tert-butyl [4′-(2,4-dioxothiazolidin-5-ylidenemethyl)biphenyl-3-ylmethyl]methylcarbamate in 500 ml of dioxane are placed in a reactor. The reaction medium is degassed, followed by addition of g (1 equivalent by mass) of 10% palladium-on-charcoal. The system is placed under 3 bar of hydrogen and heated at 50° C. for seven hours. The reaction medium is filtered through Celite and evaporated, and the residue obtained is purified by chromatography on a column of silica with an flue... The reactants are O=C([O-])O, CC(=O)Cl, CCOC(C)=O, Cc1ccccc1, Nc1cc(C(=O)OCCN2CCCCC2)c2oc(-c3ccccc3)cc2c1, [Na+]. Product: CC(=O)Nc1cc(C(=O)OCCN2CCCCC2)c2oc(-c3ccccc3)cc2c1. Reaction SMILES: [C:32](=[O:33])([OH:34])[O-:35].[CH3:1][C:2]([Cl:3])=[O:4].[CH3:37][CH2:38][O:39][C:40](=[O:41])[CH3:42].[CH3:43][c:44]1[cH:45][cH:46][cH:47][cH:48][cH:49]1.[NH2:5][c:6]1[cH:7][c:8]([C:21](=[O:22])[O:23][CH2:24][CH2:25][N:26]2[CH2:27][CH2:28][CH2:29][CH2:30][CH2:31]2)[c:9]2[c:10]([cH:11][c:12](-[c:14]3[cH:15][cH:16][cH:17][cH:18][cH:19]3)[o:13]2)[cH:20]1.[Na+:36]>>[CH3:1][C:2](=[O:4])[NH:5][c:6]1[cH:7][c:8]([C:21](=[O:22])[O:23][CH2:24][CH2:25][N:26]2[CH2:27][CH2:28][CH2:29][CH2:30][CH2:31]2)[c:9]2[c:10]([cH:11][c:12](-[c:14]3[cH:15][cH:16][cH:17][cH:18][cH:19]3)[o:13]2)[cH:20]1. The reactants are Methacrylates, CC(C#N)(O)C (acetone cyanohydrin), S(O)(O)(=O)=O (sulfuric acid). Product: S(=O)(=O)(O)O.C(C(=C)C)(=O)N (methacrylamide sulfate). As a reaction SMILES: [CH3:1][C:2]([CH3:6])(O)[C:3]#[N:4].[S:7](=[O:11])(=[O:10])([OH:9])[OH:8]>>[S:7]([OH:11])([OH:10])(=[O:9])=[O:8].[C:3]([NH2:4])(=[O:8])[C:2]([CH3:6])=[CH2:1] |f:2.3|. Reported procedure: Methacrylates have been commercially prepared by reacting acetone cyanohydrin and sulfuric acid to form methacrylamide sulfate and then adding water and an alcohol to effect hydrolysis and esterification. The reactants are C(C)(C)(C)OC(=O)NN1C(CN(CC1=O)S(=O)(=O)C1=CC2=CC=C(C=C2C=C1)Cl)CC(=O)OC (Methyl 1-(tert-butoxycarbonylamino)-4-[(6-chloro-2-naphthyl)sulfonyl]-6-oxo-2-piperazineacetate), solution, Cl (hydrochloric acid). Solvent: C(C)(=O)OCC (ethyl acetate). Reaction conditions: time 3 hour. Product: NN1C(CN(CC1=O)S(=O)(=O)C1=CC2=CC=C(C=C2C=C1)Cl)CC(=O)OC (Methyl 1-Amino-4-[(6-chloro-2-naphthyl)sulfonyl]-6-oxo-2-piperazineacetate). Yield: 92.7%. RXN SMILES: C(OC([NH:8][N:9]1[C:14](=[O:15])[CH2:13][N:12]([S:16]([C:19]2[CH:28]=[CH:27][C:26]3[C:21](=[CH:22][CH:23]=[C:24]([Cl:29])[CH:25]=3)[CH:20]=2)(=[O:18])=[O:17])[CH2:11][CH:10]1[CH2:30][C:31]([O:33][CH3:34])=[O:32])=O)(C)(C)C.Cl>C(OCC)(=O)C>[NH2:8][N:9]1[C:14](=[O:15])[CH2:13][N:12]([S:16]([C:19]2[CH:28]=[CH:27][C:26]3[C:21](=[CH:22][CH:23]=[C:24]([Cl:29])[CH:25]=3)[CH:20]=2)(=[O:17])=[O:18])[CH2:11][CH:10]1[CH2:30][C:31]([O:33][CH3:34])=[O:32]. Procedure details: Methyl 1-(tert-butoxycarbonylamino)-4-[(6-chloro-2-naphthyl)sulfonyl]-6-oxo-2-piperazineacetate (500 mg) was combined with a 4N solution of hydrochloric acid in ethyl acetate (10 ml) and stirred at room temperature for 3 hours. The reaction mixture was concentrated and the residue was combined with an aqueous solution of sodium hydrogen carbonate, extracted with dichloromethane, dried and concentrated to obtain the title compound (373 mg) as a colorless solid.